This data is from the Open Reaction Database (ORD), a public repository of structured organic reaction records. The task is: describe an organic reaction: reactants, conditions, products, and yield Reactants: N(=[N+]=[N-])CC=1C=C(C(=O)OC)C=C(C1)[N+](=O)[O-] (Methyl 3-Azidomethyl-5-nitrobenzoate), C1(=CC=CC=C1)S(=O)(=O)O (benzene sulfonic acid), CCOC(=O)C (EtOAc). Solvent: CO (methanol). Run at temperature -5 celsius, time 18 hour. Yields the product NC=1C=C(C(=O)OC)C=C(C1)CN (Methyl 3-Amino-5-aminomethylbenzoate). RXN SMILES: [N:1]([CH2:4][C:5]1[CH:6]=[C:7]([CH:12]=[C:13]([N+:15]([O-])=O)[CH:14]=1)[C:8]([O:10][CH3:11])=[O:9])=[N+]=[N-].C1(S(O)(=O)=O)C=CC=CC=1.CCOC(C)=O>CO>[NH2:15][C:13]1[CH:12]=[C:7]([CH:6]=[C:5]([CH2:4][NH2:1])[CH:14]=1)[C:8]([O:10][CH3:11])=[O:9]. Reported procedure: A solution of Methyl 3-Azidomethyl-5-nitrobenzoate (15.50 g, 65.7 mmol) and benzene sulfonic acid (22.14 g, 140 mmol) in warm methanol (320 ml) was placed in a Parr shaker bottle and purged with nitrogen for 15 minutes. Palladium on carbon catalyst (10% Pd/C, 4.0 g) was added and the shaker bottle was further purged with 7 pressurization-evacuation cycles, repressurized, and allowed to shake 18 hours, during which time the required amount of hydrogen was consumed. The catalyst was removed by fil... The reactants are [Br-], Cc1c(C=O)sc2cc(C(F)(F)F)cnc12, C[N+]1([O-])CCOCC1, CCC[N+](CCC)(CCC)CCC, CC#N, [Mg+]C1CCCCC1, [Cl-], [NH4+], O=[Ru](=O)(=O)[O-], C1CCOC1. Yields the product Cc1c(C(=O)C2CCCCC2)sc2cc(C(F)(F)F)cnc12. As a reaction SMILES: [Br-:17].[CH3:1][c:2]1[c:3]([CH:15]=[O:16])[s:4][c:5]2[c:6]1[n:7][cH:8][c:9]([C:11]([F:12])([F:13])[F:14])[cH:10]2.[CH3:27][N+:28]1([O-:29])[CH2:30][CH2:31][O:32][CH2:33][CH2:34]1.[CH3:45][CH2:46][CH2:47][N+:48]([CH2:49][CH2:50][CH3:51])([CH2:52][CH2:53][CH3:54])[CH2:55][CH2:56][CH3:57].[CH3:58][C:59]#[N:60].[CH:18]1([Mg+:24])[CH2:19][CH2:20][CH2:21][CH2:22][CH2:23]1.[Cl-:25].[NH4+:26].[O-:40][Ru:41](=[O:42])(=[O:43])=[O:44].[O:35]1[CH2:36][CH2:37][CH2:38][CH2:39]1>>[CH3:1][c:2]1[c:3]([C:15](=[O:16])[CH:18]2[CH2:19][CH2:20][CH2:21][CH2:22][CH2:23]2)[s:4][c:5]2[c:6]1[n:7][cH:8][c:9]([C:11]([F:12])([F:13])[F:14])[cH:10]2. Starting materials: CCOP([O-])OCC, C#CCCCCCCCC, [Cu]I, Brc1ccc(I)cc1, Cl[Pd]Cl, c1ccc(P(c2ccccc2)c2ccccc2)cc1. The product is CCCCCCCCC#Cc1ccc(Br)cc1. As a reaction SMILES: [CH2:19]([O:20][P:21]([O-:22])[O:23][CH2:24][CH3:25])[CH3:26].[CH:9]#[C:10][CH2:11][CH2:12][CH2:13][CH2:14][CH2:15][CH2:16][CH2:17][CH3:18].[Cu:49][I:50].[I:1][c:2]1[cH:3][cH:4][c:5]([Br:8])[cH:6][cH:7]1.[Pd:46]([Cl:47])[Cl:48].[c:27]1([P:28]([c:29]2[cH:30][cH:31][cH:32][cH:33][cH:34]2)[c:35]2[cH:36][cH:37][cH:38][cH:39][cH:40]2)[cH:41][cH:42][cH:43][cH:44][cH:45]1>>[c:2]1([C:9]#[C:10][CH2:11][CH2:12][CH2:13][CH2:14][CH2:15][CH2:16][CH2:17][CH3:18])[cH:3][cH:4][c:5]([Br:8])[cH:6][cH:7]1. The reactants are O=C1CCN(CC1)C(=O)C=1C=C2CCC(NC2=CC1)=O (6-(4-oxo-1-piperidyl)carbonyl-3,4-dihydrocarbostyril), C(C1=CC=CC=C1)N (benzylamine), 3A. The solvent is C(Cl)(Cl)Cl (chloroform). Product: C(C1=CC=CC=C1)N=C1CCN(CC1)C(=O)C=1C=C2CCC(NC2=CC1)=O (6-(4-benzylimino-1-piperidyl)carbonyl-3,4-dihydrocarbostyril). As a reaction SMILES: O=[C:2]1[CH2:7][CH2:6][N:5]([C:8]([C:10]2[CH:11]=[C:12]3[C:17](=[CH:18][CH:19]=2)[NH:16][C:15](=[O:20])[CH2:14][CH2:13]3)=[O:9])[CH2:4][CH2:3]1.[CH2:21]([NH2:28])[C:22]1[CH:27]=[CH:26][CH:25]=[CH:24][CH:23]=1>C(Cl)(Cl)Cl>[CH2:21]([N:28]=[C:2]1[CH2:7][CH2:6][N:5]([C:8]([C:10]2[CH:11]=[C:12]3[C:17](=[CH:18][CH:19]=2)[NH:16][C:15](=[O:20])[CH2:14][CH2:13]3)=[O:9])[CH2:4][CH2:3]1)[C:22]1[CH:27]=[CH:26][CH:25]=[CH:24][CH:23]=1. Procedure: 0.8 Gram of 6-(4-oxo-1-piperidyl)carbonyl-3,4-dihydrocarbostyril, 1.6 ml of benzylamine and 1 g of Molecular Sieve 3A (a trademark for synthetic feldspar manufactured by Linde Co., U.S.A.) were dispersed in 15 ml of chloroform and refluxed by heating for 6 hours. Molecular Sieve 3A was removed by filtration, the filtrate was concentrated, then the residue obtained was washed several times with diethyl ether, next, purified by means of a silica gel column chromatography to obtain 6-(4-benzylimino... The reactants are ClC1=CC=C(C=C1)N1CCN(CC1)CCOC=1C=C2C=CC(=CC2=CC1)C(=O)O (6-{2-[4-(4-chlorophenyl)-1-piperazinyl]-ethoxy}-2-naphthoic acid), NC(=N)N (guanidine). Product: Cl.Cl.ClC1=CC=C(C=C1)N1CCN(CC1)CCOC=1C=C2C=CC(=CC2=CC1)C(=O)NC(=N)N (6-{2-[4-(4-chlorophenyl)-1-piperazinyl]-ethoxy}-2-naphthoylguanidine dihydrochloride). As a reaction SMILES: [Cl:1][C:2]1[CH:7]=[CH:6][C:5]([N:8]2[CH2:13][CH2:12][N:11]([CH2:14][CH2:15][O:16][C:17]3[CH:18]=[C:19]4[C:24](=[CH:25][CH:26]=3)[CH:23]=[C:22]([C:27](O)=[O:28])[CH:21]=[CH:20]4)[CH2:10][CH2:9]2)=[CH:4][CH:3]=1.[NH2:30][C:31]([NH2:33])=[NH:32]>>[ClH:1].[ClH:1].[Cl:1][C:2]1[CH:3]=[CH:4][C:5]([N:8]2[CH2:13][CH2:12][N:11]([CH2:14][CH2:15][O:16][C:17]3[CH:18]=[C:19]4[C:24](=[CH:25][CH:26]=3)[CH:23]=[C:22]([C:27]([NH:32][C:31]([NH2:33])=[NH:30])=[O:28])[CH:21]=[CH:20]4)[CH2:10][CH2:9]2)=[CH:6][CH:7]=1 |f:2.3.4|. Procedure: 2.4 g of 6-{2-[4-(4-chlorophenyl)-1-piperazinyl]-ethoxy}-2-naphthoic acid are reacted with CDl and guanidine according to the general procedure (variant 1 a). 1.4 g of 6-{2-[4-(4-chlorophenyl)-1-piperazinyl]-ethoxy}-2-naphthoylguanidine dihydrochloride are obtained; m.p.: 269-271° C. The reactants are C1CCOC1, CCOC(=O)Cl, NCc1cc(N)ccc1S(=O)(=O)Nc1ccc2c(c1)B(O)OC2. Product: CCOC(=O)NCc1cc(N)ccc1S(=O)(=O)Nc1ccc2c(c1)B(O)OC2. As a reaction SMILES: [CH2:30]1[O:31][CH2:32][CH2:33][CH2:34]1.[Cl:24][C:25](=[O:26])[O:27][CH2:28][CH3:29].[NH2:1][c:2]1[cH:3][c:4]([CH2:22][NH2:23])[c:5]([S:8](=[O:9])(=[O:10])[NH:11][c:12]2[cH:13][cH:14][c:15]3[c:16]([cH:21]2)[B:17]([OH:20])[O:18][CH2:19]3)[cH:6][cH:7]1>>[NH2:1][c:2]1[cH:3][c:4]([CH2:22][NH:23][C:25](=[O:26])[O:27][CH2:28][CH3:29])[c:5]([S:8](=[O:9])(=[O:10])[NH:11][c:12]2[cH:13][cH:14][c:15]3[c:16]([cH:21]2)[B:17]([OH:20])[O:18][CH2:19]3)[cH:6][cH:7]1.